describe an organic reaction: reactants, conditions, products, and yield From a dataset of the Open Reaction Database (ORD), a public repository of structured organic reaction records. Reaction SMILES: [CH2:13]([NH:14][CH2:15][CH3:16])[CH3:17].[O:18]=[CH:19][N:20]([CH3:21])[CH3:22].[OH:1][c:2]1[c:3]([O:10][CH3:11])[cH:4][c:5]([C:6]#[N:7])[cH:8][cH:9]1.[SH2:12]>>[OH:1][c:2]1[c:3]([O:10][CH3:11])[cH:4][c:5]([C:6]([NH2:7])=[S:12])[cH:8][cH:9]1. Reactants: CCNCC, CN(C)C=O, COc1cc(C#N)ccc1O, S. Yields the product COc1cc(C(N)=S)ccc1O. Starting materials: [Si](C)(C)(C(C)(C)C)O[C@H]1C[C@@H](CC2=CC=C3[C@@H]4CC=C([C@@]4(C)CC[C@@H]3[C@@]12C)COCC#CC(C)(C)O[Si](CC)(CC)CC)O[Si](C)(C)C(C)(C)C (1α,3β-Bis(tert-butyldimethylsilyloxy)-17-(4-triethylsilyloxy-4-methyl-2-pentynyloxymethyl)androsta-5,7,16-triene), O1CCCC1.[F-].C(CCC)[N+](CCCC)(CCCC)CCCC (tetra-n-butylammonium fluoride tetrahydrofuran). Procedure: 1α,3β-Bis(tert-butyldimethylsilyloxy)-17-(4-triethylsilyloxy-4-methyl-2-pentynyloxymethyl)androsta-5,7,16-triene (480 mg, 0.635 mmol) and 1M tetra-n-butylammonium fluoride tetrahydrofuran solution (6 ml) were subjected to reaction using a procedure similar to that of Example 5(2) (4 hours), worked up and purified by column chromatography (ethyl acetate:dichloromethane=4:1 followed by ethyl acetate) to give the titled compound (240 mg, 92%) as a pale yellow foam. The product is O[C@H]1C[C@@H](CC2=CC=C3[C@@H]4CC=C([C@@]4(C)CC[C@@H]3[C@@]12C)COCC#CC(C)(C)O)O (1α,3β-dihydroxy-17-(4-hydroxy-4-methyl-2-pentynyloxymethyl)androsta-5,7,16-triene). Yield: 91.6%. RXN SMILES: [Si]([O:8][C@@H:9]1[C@@:26]2([CH3:27])[C:13](=[CH:14][CH:15]=[C:16]3[C@@H:25]2[CH2:24][CH2:23][C@@:21]2([CH3:22])[C@H:17]3[CH2:18][CH:19]=[C:20]2[CH2:28][O:29][CH2:30][C:31]#[C:32][C:33]([O:36][Si](CC)(CC)CC)([CH3:35])[CH3:34])[CH2:12][C@@H:11]([O:44][Si](C(C)(C)C)(C)C)[CH2:10]1)(C(C)(C)C)(C)C.O1CCCC1.[F-].C([N+](CCCC)(CCCC)CCCC)CCC>>[OH:8][C@@H:9]1[C@@:26]2([CH3:27])[C:13](=[CH:14][CH:15]=[C:16]3[C@@H:25]2[CH2:24][CH2:23][C@@:21]2([CH3:22])[C@H:17]3[CH2:18][CH:19]=[C:20]2[CH2:28][O:29][CH2:30][C:31]#[C:32][C:33]([OH:36])([CH3:35])[CH3:34])[CH2:12][C@@H:11]([OH:44])[CH2:10]1 |f:1.2.3|. Starting materials: BrC1=CN=C(C=2N1C=C(N2)\C=C\C2=NC1=CC=CC=C1C=C2)N2CCOCC2 ((E)-4-(5-Bromo-2-(2-(quinolin-2-yl)vinyl)imidazo[1,2-a]pyrazin-8-yl)morpholine), CN1S(C2=C(N(C1=O)C)C=CC(=C2)B2OC(C(O2)(C)C)(C)C)(=O)=O (2,4-Dimethyl-7-(4,4,5,5-tetramethyl-1,3,2-dioxaborolan-2-yl)-2H-benzo[e][1,2,4]thiadiazin-3(4H)-one 1,1-dioxide). Yields the product CN1S(C2=C(N(C1=O)C)C=CC(=C2)C2=CN=C(C=1N2C=C(N1)\C=C\C1=NC2=CC=CC=C2C=C1)N1CCOCC1)(=O)=O ((E)-2,4-Dimethyl-7-(8-morpholino-2-(2-(quinolin-2-yl)vinyl)imidazo[1,2-a]pyrazin-5-yl)-2H-benzo[e][1,2,4]thiadiazin-3(4H)-one 1,1-dioxide). RXN SMILES: Br[C:2]1[N:7]2[CH:8]=[C:9](/[CH:11]=[CH:12]/[C:13]3[CH:22]=[CH:21][C:20]4[C:15](=[CH:16][CH:17]=[CH:18][CH:19]=4)[N:14]=3)[N:10]=[C:6]2[C:5]([N:23]2[CH2:28][CH2:27][O:26][CH2:25][CH2:24]2)=[N:4][CH:3]=1.[CH3:29][N:30]1[C:35](=[O:36])[N:34]([CH3:37])[C:33]2[CH:38]=[CH:39][C:40](B3OC(C)(C)C(C)(C)O3)=[CH:41][C:32]=2[S:31]1(=[O:52])=[O:51]>>[CH3:29][N:30]1[C:35](=[O:36])[N:34]([CH3:37])[C:33]2[CH:38]=[CH:39][C:40]([C:2]3[N:7]4[CH:8]=[C:9](/[CH:11]=[CH:12]/[C:13]5[CH:22]=[CH:21][C:20]6[C:15](=[CH:16][CH:17]=[CH:18][CH:19]=6)[N:14]=5)[N:10]=[C:6]4[C:5]([N:23]4[CH2:24][CH2:25][O:26][CH2:27][CH2:28]4)=[N:4][CH:3]=3)=[CH:41][C:32]=2[S:31]1(=[O:51])=[O:52]. Procedure: Compound 2b was subjected to Suzuki coupling conditions using the methods described in Example 1, Step G, with compound 41b to obtain the title compound 20. 1H NMR (400 MHz, DMSO-d6) δ (ppm): 8.35 (d, J=8.6 Hz, 1H), 8.18-8.20 (m, 2H), 8.15 (dd, J=8.6, 2.0 Hz, 1H), 7.96 (t, J=8.6 Hz, 2H), 7.90 (s, 1H), 7.86 (d, J=6.6 Hz, 1H), 7.72-7.80 (m, 2H), 7.64 (d, J=16.2 Hz, 1H), 7.56 (t, J=7.3 Hz, 1H), 7.49 (s, 1H), 4.31 (m, 4H), 3.80-3.86 (m, 4H), 3.58 (s, 3H), 3.28 (s, 3H). Mass Spectrum (LCMS, ESI pos.)... The reactants are CCCC[N+](CCCC)(CCCC)CCCC, CN(C)C=O, [F-], C[Si](C)(C)CCOC(=O)CCCCCCc1cccc(-c2nc(=O)c3ccccc3s2)n1, C1CCOC1. The product is O=C(O)CCCCCCc1cccc(-c2nc(=O)c3ccccc3s2)n1. Reaction SMILES: [CH3:34][CH2:35][CH2:36][CH2:37][N+:38]([CH2:39][CH2:40][CH2:41][CH3:42])([CH2:43][CH2:44][CH2:45][CH3:46])[CH2:47][CH2:48][CH2:49][CH3:50].[CH3:56][N:57]([CH3:58])[CH:59]=[O:60].[F-:33].[O:1]=[c:2]1[n:3][c:4](-[c:12]2[cH:13][cH:14][cH:15][c:16]([CH2:18][CH2:19][CH2:20][CH2:21][CH2:22][CH2:23][C:24](=[O:25])[O:26][CH2:27][CH2:28][Si:29]([CH3:30])([CH3:31])[CH3:32])[n:17]2)[s:5][c:6]2[c:7]1[cH:8][cH:9][cH:10][cH:11]2.[O:51]1[CH2:52][CH2:53][CH2:54][CH2:55]1>>[O:1]=[c:2]1[n:3][c:4](-[c:12]2[cH:13][cH:14][cH:15][c:16]([CH2:18][CH2:19][CH2:20][CH2:21][CH2:22][CH2:23][C:24](=[O:25])[OH:26])[n:17]2)[s:5][c:6]2[c:7]1[cH:8][cH:9][cH:10][cH:11]2. Procedure details: To a suspension of 2-[3-(2-amino-ethyl)-2,4-dioxo-3,4-dihydro-2H-quinazolin-1-yl]-N-(5-chloro-2,4-dimethoxy-phenyl)-acetamide trifluoroacetate (75 mg, 0.17 mmol) in THF (1 ml), triethylamine is added (0.06 ml, 0.43 mmol) followed by isovaleryl chloride (30 mg, 0.26 mmol). The mixture is stirred overnight at RT and then treated with water (3 ml). The resulting solid is filtered and washed with water to afford the title compound; [M+H]+ 517.3. The reactants are FC(C(=O)O)(F)F.NCCN1C(N(C2=CC=CC=C2C1=O)CC(=O)NC1=C(C=C(C(=C1)Cl)OC)OC)=O (2-[3-(2-amino-ethyl)-2,4-dioxo-3,4-dihydro-2H-quinazolin-1-yl]-N-(5-chloro-2,4-dimethoxy-phenyl)-acetamide trifluoroacetate), O (water), C(CC(C)C)(=O)Cl (isovaleryl chloride). Solvent: C1CCOC1 (THF), C(C)N(CC)CC (triethylamine). Yields the product ClC=1C(=CC(=C(C1)NC(=O)CN1C(N(C(C2=CC=CC=C12)=O)CCNC(CC(C)C)=O)=O)OC)OC (N-(2-{1-[(5-Chloro-2,4-dimethoxy-phenylcarbamoyl)-methyl]-2,4-dioxo-1,4-dihydro-2H-quinazolin-3-yl}-ethyl)-3-methyl-butyramide). RXN SMILES: FC(F)(F)C(O)=O.[NH2:8][CH2:9][CH2:10][N:11]1[C:20](=[O:21])[C:19]2[C:14](=[CH:15][CH:16]=[CH:17][CH:18]=2)[N:13]([CH2:22][C:23]([NH:25][C:26]2[CH:31]=[C:30]([Cl:32])[C:29]([O:33][CH3:34])=[CH:28][C:27]=2[O:35][CH3:36])=[O:24])[C:12]1=[O:37].[C:38](Cl)(=[O:43])[CH2:39][CH:40]([CH3:42])[CH3:41].O>C1COCC1.C(N(CC)CC)C>[Cl:32][C:30]1[C:29]([O:33][CH3:34])=[CH:28][C:27]([O:35][CH3:36])=[C:26]([NH:25][C:23]([CH2:22][N:13]2[C:14]3[C:19](=[CH:18][CH:17]=[CH:16][CH:15]=3)[C:20](=[O:21])[N:11]([CH2:10][CH2:9][NH:8][C:38](=[O:43])[CH2:39][CH:40]([CH3:42])[CH3:41])[C:12]2=[O:37])=[O:24])[CH:31]=1 |f:0.1|. Run at time 8 hour. Product: COC=1C(C(=C(C(C1OC)=O)CC1=CC(=C(C(=O)O)C=C1)O)C)=O (4-(5,6-Dimethoxy-3-methyl-1,4-benzoquinon-2-yl)methyl-2-hydroxybenzoic acid). Starting materials: COC=1C(C(=C(C(C1OC)=O)CC1=CC(=C(C(=O)O)C=C1)OC(C)=O)C)=O (4-(5,6-Dimethoxy-3-methyl-1,4-benzoquinon-2-yl)methyl-2-acetoxybenzoic acid), C(O)([O-])=O.[Na+] (sodium hydrogencarbonate). RXN SMILES: [CH3:1][O:2][C:3]1[C:4](=[O:27])[C:5]([CH3:26])=[C:6]([CH2:12][C:13]2[CH:21]=[CH:20][C:16]([C:17]([OH:19])=[O:18])=[C:15]([O:22]C(=O)C)[CH:14]=2)[C:7](=[O:11])[C:8]=1[O:9][CH3:10].C(=O)([O-])O.[Na+]>CO.O>[CH3:1][O:2][C:3]1[C:4](=[O:27])[C:5]([CH3:26])=[C:6]([CH2:12][C:13]2[CH:21]=[CH:20][C:16]([C:17]([OH:19])=[O:18])=[C:15]([OH:22])[CH:14]=2)[C:7](=[O:11])[C:8]=1[O:9][CH3:10] |f:1.2|. Yield: 61.2%. The solvent is CO (methanol), O (water). Procedure details: 4-(5,6-Dimethoxy-3-methyl-1,4-benzoquinon-2-yl)methyl-2-acetoxybenzoic acid (22 mg, 0.059 mmol) was dissolved in methanol (2 ml) and after adding thereto an aqueous saturated sodium hydrogencarbonate solution (3 ml), the solution was stirred at room temperature for 3 hours. After the completion of reaction, the reaction solution was diluted with water and then extracted with ethyl acetate. The extract was washed with water and then dried, and the solvent was removed by distillation. The obtained... Reactants: COc1ccc2c(c1)c(CC(=O)NN)c(C)n2Cc1ccccn1, CCOC(C)=O, CO, CCOC(C)=O, CCO. Product: COc1ccc2c(c1)c(CC(N)=O)c(C)n2Cc1ccccn1. RXN SMILES: [CH3:1][O:2][c:3]1[cH:4][c:5]2[c:6]([CH2:20][C:21](=[O:22])[NH:23][NH2:24])[c:7]([CH3:19])[n:8]([CH2:12][c:13]3[n:14][cH:15][cH:16][cH:17][cH:18]3)[c:9]2[cH:10][cH:11]1.[CH3:25][CH2:26][O:27][C:28]([CH3:29])=[O:30].[CH3:31][OH:32].[CH3:33][CH2:34][O:35][C:36]([CH3:37])=[O:38].[CH3:39][CH2:40][OH:41]>>[CH3:1][O:2][c:3]1[cH:4][c:5]2[c:6]([CH2:20][C:21](=[O:22])[NH2:23])[c:7]([CH3:19])[n:8]([CH2:12][c:13]3[n:14][cH:15][cH:16][cH:17][cH:18]3)[c:9]2[cH:10][cH:11]1. Starting materials: C(C)(C)(C)O (t-butanol), O (water), C(=C)C=1C=CC(=NC1)NC(C(C)(C)C)=O (N-(5-vinyl-pyridin-2-yl)-2,2-dimethylpropionamide), S(=O)([O-])[O-].[Na+].[Na+] (sodium sulfite). Run at temperature 5 celsius, time 18 hour. The product is O[C@@H](CO)C=1C=CC(=NC1)NC(C(C)(C)C)=O ((R)-N-(5-(1.2-Dihydroxy-ethyl)-pyrdin-2-yl)-2,2-dimethylpropionamide). RXN SMILES: C([OH:5])(C)(C)C.[CH:6]([C:8]1[CH:9]=[CH:10][C:11]([NH:14][C:15](=[O:20])[C:16]([CH3:19])([CH3:18])[CH3:17])=[N:12][CH:13]=1)=[CH2:7].S([O-])([O-])=O.[Na+].[Na+].[OH2:27]>>[OH:27][C@H:6]([C:8]1[CH:9]=[CH:10][C:11]([NH:14][C:15](=[O:20])[C:16]([CH3:19])([CH3:18])[CH3:17])=[N:12][CH:13]=1)[CH2:7][OH:5] |f:2.3.4|. Procedure details: A suspension of AD-Mix-B® (1.40 9) in water (5 ml) and t-butanol (5 ml) was cooled to 5° C. and N-(5-vinyl-pyridin-2-yl)-2,2-dimethylpropionamide (0.204 g, 1.0 mmol) was added. The mixture was stirred at 5° C. for 18 hours. The reaction mixture was then treated with sodium sulfite (3.0 g), stirred for 30 minutes and then extracted with dichloromethane.